Dataset: the Open Reaction Database (ORD), a public repository of structured organic reaction records. Task: describe an organic reaction: reactants, conditions, products, and yield Reactants: 72, N1=C(C=CC=C1)C(=O)OC (methyl 2-pyridinecarboxylate), NCCO (2-aminoethanol). Product: 49, OCCNC(=O)C1=NC=CC=C1 (N-(2-hydroxyethyl)-2-pyridinecarboxamide). Reaction SMILES: [N:1]1[CH:6]=[CH:5][CH:4]=[CH:3][C:2]=1[C:7]([O:9]C)=O.[NH2:11][CH2:12][CH2:13][OH:14]>>[OH:14][CH2:13][CH2:12][NH:11][C:7]([C:2]1[CH:3]=[CH:4][CH:5]=[CH:6][N:1]=1)=[O:9]. Procedure: A mixture of 72 parts of methyl 2-pyridinecarboxylate and 32 parts of 2-aminoethanol is stirred and refluxed carefully for 2 hours. The reaction mixture is cooled and poured onto water. The product is extracted five times with trichloromethane. The combined extracts are dried, filtered and evaporated, yielding 49 parts of N-(2-hydroxyethyl)-2-pyridinecarboxamide as a residue. Procedure details: A mixture of 1-trifluoromethyl-3H-inden-4-ol (70 mg, 0.349) and 10% Pd/C (20 mg) in methanol (2 ml) was hydrogenated under 50 psi hydrogen atmosphere for 3 hours. The mixture was dissolved in EtOAc, filtered through a celite pad. The filtrate was concentrated tinder reduced pressure, and dried to give 1-trifluoromethyl-indan-4-ol (68 mg, 97%). Yields the product FC(C1CCC=2C(=CC=CC12)O)(F)F (1-trifluoromethyl-indan-4-ol). Reactants: FC(C1=CCC=2C(=CC=CC12)O)(F)F (1-trifluoromethyl-3H-inden-4-ol), [H][H] (hydrogen). The reagents and catalysts are [Pd] (Pd/C). Isolated yield 96.2%. RXN SMILES: [F:1][C:2]([F:14])([F:13])[C:3]1[C:11]2[CH:10]=[CH:9][CH:8]=[C:7]([OH:12])[C:6]=2[CH2:5][CH:4]=1.[H][H]>CO.CCOC(C)=O.[Pd]>[F:1][C:2]([F:13])([F:14])[CH:3]1[C:11]2[CH:10]=[CH:9][CH:8]=[C:7]([OH:12])[C:6]=2[CH2:5][CH2:4]1. The solvent is CO (methanol), CCOC(=O)C (EtOAc). The reactants are ClC=1N=NC(=CC1)C1=CC(=C(C=C1)OC)F (3-chloro-6-(4-methoxy-3-fluorophenyl)pyridazine), NC1CCN(CC1)C(CC)CC (4-amino-1-(1-ethylpropyl)piperidine). Yields the product C(C)C(CC)N1CCC(CC1)NC=1N=NC(=CC1)C1=CC(=C(C=C1)OC)F ([1-(1-Ethylpropyl)piperidin-4-yl]-[6-(3-fluoro-4-methoxyphenyl)pyridazin-3-yl]amine). As a reaction SMILES: Cl[C:2]1[N:3]=[N:4][C:5]([C:8]2[CH:13]=[CH:12][C:11]([O:14][CH3:15])=[C:10]([F:16])[CH:9]=2)=[CH:6][CH:7]=1.[NH2:17][CH:18]1[CH2:23][CH2:22][N:21]([CH:24]([CH2:27][CH3:28])[CH2:25][CH3:26])[CH2:20][CH2:19]1>>[CH2:25]([CH:24]([N:21]1[CH2:22][CH2:23][CH:18]([NH:17][C:2]2[N:3]=[N:4][C:5]([C:8]3[CH:13]=[CH:12][C:11]([O:14][CH3:15])=[C:10]([F:16])[CH:9]=3)=[CH:6][CH:7]=2)[CH2:19][CH2:20]1)[CH2:27][CH3:28])[CH3:26]. Reported procedure: The title compound was prepared by a similar procedure to that described in Example 1, starting from 3-chloro-6-(4-methoxy-3-fluorophenyl)pyridazine and 4-amino-1-(1-ethylpropyl)piperidine. Yields the product CC(C)NS(=O)(=O)c1ccccc1N. Starting materials: CO, CC(C)NS(=O)(=O)c1ccccc1[N+](=O)[O-], [H][H]. As a reaction SMILES: [CH3:19][OH:20].[CH:1]([CH3:2])([CH3:3])[NH:4][S:5](=[O:6])(=[O:7])[c:8]1[c:9]([N+:14]([O-:15])=[O:16])[cH:10][cH:11][cH:12][cH:13]1.[H:17][H:18]>>[CH:1]([CH3:2])([CH3:3])[NH:4][S:5](=[O:6])(=[O:7])[c:8]1[c:9]([NH2:14])[cH:10][cH:11][cH:12][cH:13]1. The reactants are ice water, C([O-])([O-])=O.[Cs+].[Cs+] (cesium carbonate), C(C)(C)(C)OC(=O)NCCBr (N-(tert-butoxycarbonyl)-2-bromoethylamine), Cl.ClC=1C=C(C=CC1Cl)OC1C2=C(CNC1)OC=C2 (4-(3,4-Dichlorophenyloxy)-4,5,6,7-tetrahydrofuro[2,3-c]pyridine hydrochloride). Solvent: CN(C)C=O (DMF). Reaction conditions: temperature 80 celsius, time 8 hour. Product: C(C)(C)(C)OC(=O)NCCN1CC2=C(C(C1)OC1=CC(=C(C=C1)Cl)Cl)C=CO2 (6-{2-[(t-Butoxycarbonyl)amino]ethyl}-4-(3,4-dichlorophenyloxy)-4,5,6,7-tetrahydrofuro[2,3-c]pyridine). The yield is 26.3%. As a reaction SMILES: Cl.[Cl:2][C:3]1[CH:4]=[C:5]([O:10][CH:11]2[CH2:16][NH:15][CH2:14][C:13]3[O:17][CH:18]=[CH:19][C:12]2=3)[CH:6]=[CH:7][C:8]=1[Cl:9].C(=O)([O-])[O-].[Cs+].[Cs+].[C:26]([O:30][C:31]([NH:33][CH2:34][CH2:35]Br)=[O:32])([CH3:29])([CH3:28])[CH3:27]>CN(C=O)C>[C:26]([O:30][C:31]([NH:33][CH2:34][CH2:35][N:15]1[CH2:16][CH:11]([O:10][C:5]2[CH:6]=[CH:7][C:8]([Cl:9])=[C:3]([Cl:2])[CH:4]=2)[C:12]2[CH:19]=[CH:18][O:17][C:13]=2[CH2:14]1)=[O:32])([CH3:29])([CH3:28])[CH3:27] |f:0.1,2.3.4|. Reported procedure: 4-(3,4-Dichlorophenyloxy)-4,5,6,7-tetrahydrofuro-[2,3-c]pyridine hydrochloride (Example 119) (100 mg) was dissolved in 2 mL of DMF and then 256 mg of cesium carbonate and 87 mg of N-(tert-butoxycarbonyl)-2-bromoethylamine were added successively thereto. This reaction solution was heated at 80° C. with stirring overnight and poured over 30 mL of ice water followed by extracting with ethyl acetate. The organic layer was washed with water and dried over anhydrous magnesium sulfate and the solvent ... Reaction SMILES: [CH2:1]([C:3]([OH:24])([CH2:22][CH3:23])[CH2:4][CH2:5][C:6]1[CH:7]=[C:8]([CH2:12][CH2:13][CH2:14][NH:15]C(=O)C(F)(F)F)[CH:9]=[CH:10][CH:11]=1)[CH3:2].C([O-])([O-])=O.[K+].[K+]>CO>[NH2:15][CH2:14][CH2:13][CH2:12][C:8]1[CH:7]=[C:6]([C:5]#[C:4][C:3]([CH2:22][CH3:23])([OH:24])[CH2:1][CH3:2])[CH:11]=[CH:10][CH:9]=1 |f:1.2.3|. Run in CO (MeOH). Reaction conditions: temperature 45 celsius, time 4 hour. Yields the product NCCCC=1C=C(C=CC1)C#CC(CC)(O)CC (1-(3-(3-aminopropyl)phenyl)-3-ethylpent-1-yn-3-ol). Procedure: N-(3-(3-(3-ethyl-3-hydroxypentyl)phenyl)propyl)-2,2,2-trifluoroacetamide (12) (0.660 g, 1.93 mmol) was dissolved in MeOH (15 mL), and an aqueous solution of K2CO3 (0.42 g/3 mL) was added. The resulting mixture was stirred at 45° C. for 4 h. After cooling to room temperature, the reaction mixture was concentrated under reduced pressure then partitioned between EtOAc (50 mL) and water (50 mL). The combined organics were dried over Na2SO4, and concentrated under reduced pressure. Purification by fl... Starting materials: C(C)C(CCC=1C=C(C=CC1)CCCNC(C(F)(F)F)=O)(CC)O (N-(3-(3-(3-ethyl-3-hydroxypentyl)phenyl)propyl)-2,2,2-trifluoroacetamide), C(=O)([O-])[O-].[K+].[K+] (K2CO3).